Task: describe an organic reaction: reactants, conditions, products, and yield. Dataset: the Open Reaction Database (ORD), a public repository of structured organic reaction records Starting materials: Cc1ccnc(Br)c1, O=C([O-])[O-], CN(C)CC(=O)O, CS(C)=O, [Cs+], [Cs+], [Cu]I, CC(C)S(=O)(=O)NC1Cc2ccc(O)cc2C1. Product: Cc1ccnc(Oc2ccc3c(c2)CC(NS(=O)(=O)C(C)C)C3)c1. Reaction SMILES: [Br:18][c:19]1[n:20][cH:21][cH:22][c:23]([CH3:25])[cH:24]1.[C:26](=[O:27])([O-:28])[O-:29].[CH3:32][N:33]([CH2:34][C:35](=[O:36])[OH:37])[CH3:38].[CH3:39][S:40](=[O:41])[CH3:42].[Cs+:30].[Cs+:31].[Cu:43][I:44].[OH:1][c:2]1[cH:3][c:4]2[c:8]([cH:9][cH:10]1)[CH2:7][CH:6]([NH:11][S:12](=[O:13])(=[O:14])[CH:15]([CH3:16])[CH3:17])[CH2:5]2>>[O:1]([c:2]1[cH:3][c:4]2[c:8]([cH:9][cH:10]1)[CH2:7][CH:6]([NH:11][S:12](=[O:13])(=[O:14])[CH:15]([CH3:16])[CH3:17])[CH2:5]2)[c:19]1[n:20][cH:21][cH:22][c:23]([CH3:25])[cH:24]1.